describe an organic reaction: reactants, conditions, products, and yield From a dataset of the Open Reaction Database (ORD), a public repository of structured organic reaction records. Yield: 70.0%. Reaction SMILES: [CH3:1][O:2][C:3]1[CH:4]=[C:5]([CH:10]=[C:11]([O:16][CH3:17])[C:12]=1[CH:13]([CH3:15])[CH3:14])[C:6]([O:8]C)=O.[F:18][C:19]1[CH:20]=[C:21]([CH:24]=[CH:25][CH:26]=1)[CH2:22]Br>>[F:18][C:19]1[CH:20]=[C:21]([CH2:22][C:6]([C:5]2[CH:10]=[C:11]([O:16][CH3:17])[C:12]([CH:13]([CH3:15])[CH3:14])=[C:3]([O:2][CH3:1])[CH:4]=2)([OH:8])[CH2:22][C:21]2[CH:24]=[CH:25][CH:26]=[C:19]([F:18])[CH:20]=2)[CH:24]=[CH:25][CH:26]=1. Yields the product FC=1C=C(C=CC1)CC(CC1=CC(=CC=C1)F)(O)C1=CC(=C(C(=C1)OC)C(C)C)OC (1,3-Bis(3-fluorophenyl)-2-(3,5-dimethoxy-4-i-propylphenyl)propan-2-ol). Reported procedure: This material was prepared in 70% yield from the methyl 3,5-dimethoxy-4-i-propylbenzoate and 3-fluorobenzyl bromide using the same method as described in example 1(b). 1HNMR (CDCl3, ppm): δ 1.29 (d, J=7.1 Hz, 6H), 1.85 (s, 1H), 3.07 (d, J=13.3 Hz, 2H), 3.29 (d, J=13.3 Hz, 2H), 3.56 (qint, J=7.1 Hz, 1H), 3.72 (s, 6H), 6.42 (s, 2H), 6.7-7.2 (m, 8H). The reactants are COC=1C=C(C(=O)OC)C=C(C1C(C)C)OC (methyl 3,5-dimethoxy-4-i-propylbenzoate), FC=1C=C(CBr)C=CC1 (3-fluorobenzyl bromide). The reactants are CC(=O)Cl, CCOC(C)=O, CC(C)(C)C(O)C(Oc1ccccc1)n1ccnc1. Product: CC(=O)OC(C(Oc1ccccc1)n1ccnc1)C(C)(C)C. RXN SMILES: [CH3:1][C:2]([Cl:3])=[O:4].[CH3:24][CH2:25][O:26][C:27](=[O:28])[CH3:29].[n:5]1([CH:10]([CH:11]([C:12]([CH3:13])([CH3:14])[CH3:15])[OH:16])[O:17][c:18]2[cH:19][cH:20][cH:21][cH:22][cH:23]2)[cH:6][n:7][cH:8][cH:9]1>>[CH3:1][C:2](=[O:4])[O:16][CH:11]([CH:10]([n:5]1[cH:6][n:7][cH:8][cH:9]1)[O:17][c:18]1[cH:19][cH:20][cH:21][cH:22][cH:23]1)[C:12]([CH3:13])([CH3:14])[CH3:15]. Starting materials: Cl (hydrochloric acid), S (hydrogen sulphide), SC=1SC2=C(N1)C=CC=C2 (2-mercaptobenzothiazole), CO (methanol). Reagents/catalysts: [Fe] (iron), [Ni](Cl)Cl (nickel chloride). Run in [OH-].[Na+] (sodium hydroxide), O (water). Yields the product S1C=NC2=C1C=CC=C2 (benzothiazole). Isolated yield 92.0%. Reaction SMILES: S[C:2]1[S:3][C:4]2[CH:10]=[CH:9][CH:8]=[CH:7][C:5]=2[N:6]=1.CO.Cl.S>[OH-].[Na+].O.[Fe].[Ni](Cl)Cl>[S:3]1[C:4]2[CH:10]=[CH:9][CH:8]=[CH:7][C:5]=2[N:6]=[CH:2]1 |f:4.5|. Reported procedure: 87.9 g of 95% pure 2-mercaptobenzothiazole, 111.7 g of iron filings, 11.8 g of nickel chloride (NiCl2 ×6H2O) and 250 ml of methanol were first introduced into a stirred flask, and the mixture was heated to the reflux temperature with stirring. 165 ml of conc. aqueous hydrochloric acid were added dropwise at 70° C. over a period of 2 hours, and the evolving hydrogen sulphide was trapped in aqueous sodium hydroxide solution. The mixture was additionally stirred at 70° C. for 1 hour and then dilute...